Dataset: the Open Reaction Database (ORD), a public repository of structured organic reaction records. Task: describe an organic reaction: reactants, conditions, products, and yield Yields the product N1(CCCCC1)C1=C(C=CC=C1)C(C)C(C1=CC=C(C=C1)CCC(=O)O)C(=O)N (3-[4-[(1-(2-Piperidino-phenyl)-1-ethyl)-aminocarbonylmethyl]-phenyl]-propionic acid). Reaction SMILES: [OH-].[Na+].C([O:5][C:6](=[O:38])[CH:7]([CH2:13][C:14]1[CH:19]=[CH:18][C:17]([CH:20]([CH:24]([C:26]2[CH:31]=[CH:30][CH:29]=[CH:28][C:27]=2[N:32]2[CH2:37][CH2:36][CH2:35][CH2:34][CH2:33]2)[CH3:25])[C:21]([NH2:23])=[O:22])=[CH:16][CH:15]=1)C(OCC)=O)C>C(O)C>[N:32]1([C:27]2[CH:28]=[CH:29][CH:30]=[CH:31][C:26]=2[CH:24]([CH:20]([C:21]([NH2:23])=[O:22])[C:17]2[CH:16]=[CH:15][C:14]([CH2:13][CH2:7][C:6]([OH:38])=[O:5])=[CH:19][CH:18]=2)[CH3:25])[CH2:33][CH2:34][CH2:35][CH2:36][CH2:37]1 |f:0.1|. Starting materials: [OH-].[Na+] (sodium hydroxide), C(C)OC(C(C(=O)OCC)CC1=CC=C(C=C1)C(C(=O)N)C(C)C1=C(C=CC=C1)N1CCCCC1)=O (4-[(1-(2-piperidino-phenyl)-ethyl)-aminocarbonylmethyl]-benzyl malonic acid diethyl ester). Run at temperature 50 celsius, time 2 hour. Run in C(C)O (ethanol). Procedure details: Five milliliters of 1N sodium hydroxide solution were added to a solution of 0.85 gm (1.7 m mol) of 4-[(1-(2-piperidino-phenyl)-ethyl)-aminocarbonylmethyl]-benzyl malonic acid diethyl ester in 18 ml of ethanol. After stirring for two hours at 50° C., the mixture was evaporated in vacuo, and water and 5 ml of 1N hydrochloric acid were added. The precipitate formed was filtered off, dried in vacuo, and heated for 30 minutes up to 120° C., whereby carbon dioxide was split off. The product obtained ... The reactants are NC(=O)Cc1c(-c2ccc(Cl)cc2)nn(-c2ccccc2)c1Cl, O=N[O-], [Na+], O, O=S(=O)(O)O. Yields the product O=C(O)Cc1c(-c2ccc(Cl)cc2)nn(-c2ccccc2)c1Cl. As a reaction SMILES: [Cl:1][c:2]1[c:3]([CH2:20][C:21](=[O:22])[NH2:23])[c:4](-[c:13]2[cH:14][cH:15][c:16]([Cl:19])[cH:17][cH:18]2)[n:5][n:6]1-[c:7]1[cH:8][cH:9][cH:10][cH:11][cH:12]1.[N:24](=[O:25])[O-:26].[Na+:27].[OH2:28].[S:29](=[O:30])(=[O:31])([OH:32])[OH:33]>>[Cl:1][c:2]1[c:3]([CH2:20][C:21]([OH:22])=[O:25])[c:4](-[c:13]2[cH:14][cH:15][c:16]([Cl:19])[cH:17][cH:18]2)[n:5][n:6]1-[c:7]1[cH:8][cH:9][cH:10][cH:11][cH:12]1. Starting materials: BrC1=CC=2N3C4=C(C=C(C=C4C2C=C1)OC)C(C(=C3)C)=O (9-bromo-2-methoxy-5-methyl-4H-pyrido[3,2,1-jk]carbazole-4-one), B(Br)(Br)Br (boron tribromide), ice water. Reaction SMILES: [Br:1][C:2]1[CH:14]=[CH:13][C:12]2[C:11]3[C:6]4=[C:7]([C:17](=[O:21])[C:18]([CH3:20])=[CH:19][N:5]4[C:4]=2[CH:3]=1)[CH:8]=[C:9]([O:15]C)[CH:10]=3.B(Br)(Br)Br>C(Cl)Cl>[Br:1][C:2]1[CH:14]=[CH:13][C:12]2[C:11]3[C:6]4=[C:7]([C:17](=[O:21])[C:18]([CH3:20])=[CH:19][N:5]4[C:4]=2[CH:3]=1)[CH:8]=[C:9]([OH:15])[CH:10]=3. Run in C(Cl)Cl (methylene chloride), C(Cl)Cl (methylene chloride). Isolated yield 97.8%. Reported procedure: 9-bromo-2-methoxy-5-methyl-4H-pyrido[3,2,1-jk]carbazole-4-one (1.6 g) produced in Example 113 was suspended in anhydrous methylene chloride (120 ml), and a solution of boron tribromide in methylene chloride (1M, 28 ml) was added dropwise at room temperature. After stirring at room temperature for 3 hours, the reaction mixture was poured into ice water (100 ml) and the crystals precipitated were recovered by filtration. The thus obtained crude crystals were washed with ethanol and ether in succes... Run at time 3 hour. Yields the product BrC1=CC=2N3C4=C(C=C(C=C4C2C=C1)O)C(C(=C3)C)=O (9-bromo-2-hydroxy-5-methyl-4H-pyrido[3,2,1-jk]carbazole-4-one). Reactants: C1CCOC1, COc1cc(CN=[N+]=[N-])cc([N+](=O)[O-])c1, O, c1ccc(P(c2ccccc2)c2ccccc2)cc1. The product is COc1cc(CN)cc([N+](=O)[O-])c1. As a reaction SMILES: [CH2:36]1[O:37][CH2:38][CH2:39][CH2:40]1.[N:20](=[N+:21]=[N-:22])[CH2:23][c:24]1[cH:25][c:26]([O:33][CH3:34])[cH:27][c:28]([N+:30](=[O:31])[O-:32])[cH:29]1.[OH2:35].[c:1]1([P:2]([c:3]2[cH:4][cH:5][cH:6][cH:7][cH:8]2)[c:9]2[cH:10][cH:11][cH:12][cH:13][cH:14]2)[cH:15][cH:16][cH:17][cH:18][cH:19]1>>[NH2:20][CH2:23][c:24]1[cH:25][c:26]([O:33][CH3:34])[cH:27][c:28]([N+:30](=[O:31])[O-:32])[cH:29]1. Reactants: N#CBr (cyanogen bromide), ice, C(C)OC(CN)OCC (aminoacetaldehyde diethyl acetal). Run in CCOCC (ether), CCOCC (ether). Conditions: temperature 0 celsius. The product is C(C)OC(CNC#N)OCC (2,2-diethoxyethylcyanamide). Isolated yield 109.7%. Reaction SMILES: [N:1]#[C:2]Br.[CH2:4]([O:6][CH:7]([O:10][CH2:11][CH3:12])[CH2:8][NH2:9])[CH3:5]>CCOCC>[CH2:4]([O:6][CH:7]([O:10][CH2:11][CH3:12])[CH2:8][NH:9][C:2]#[N:1])[CH3:5]. Reported procedure: A solution of cyanogen bromide (2.12 g., 0.02 moles) in ether (20 ml.) was added dropwise over 35 minutes to a stirred ice-cooled solution of aminoacetaldehyde diethyl acetal (5.32 g., 0.04 moles) in ether (20 ml.). During this addition a white precipitate was formed. The resulting suspension was stirred at 0° C. for a further hour, filtered and the filtrate evaporated to dryness under reduced pressure to give 2,2-diethoxyethylcyanamide (3.47 g., 110%) as a colourless oily liquid having the foll... RXN SMILES: [CH2:1]([CH3:2])[n:3]1[c:4]([CH2:14][CH2:15][CH:16]2[N:17]([C:21]([CH2:22][c:23]3[cH:24][cH:25][cH:26][cH:27][cH:28]3)=[O:29])[CH2:18][CH2:19][CH2:20]2)[cH:5][c:6]2[cH:7][cH:8][c:9]([C:12]#[N:13])[cH:10][c:11]12.[CH3:40][OH:41].[ClH:30].[NH2:31][OH:32].[Na+:33].[Na+:34].[O-:35][C:36](=[O:37])[O-:38].[OH2:39]>>[CH2:1]([CH3:2])[n:3]1[c:4]([CH2:14][CH2:15][CH:16]2[N:17]([C:21]([CH2:22][c:23]3[cH:24][cH:25][cH:26][cH:27][cH:28]3)=[O:29])[CH2:18][CH2:19][CH2:20]2)[cH:5][c:6]2[cH:7][cH:8][c:9]([CH2:12][N:13]=[N:31][OH:32])[cH:10][c:11]12. The reactants are CCn1c(CCC2CCCN2C(=O)Cc2ccccc2)cc2ccc(C#N)cc21, CO, Cl, NO, [Na+], [Na+], O=C([O-])[O-], O. Product: CCn1c(CCC2CCCN2C(=O)Cc2ccccc2)cc2ccc(CN=NO)cc21.